This data is from the Open Reaction Database (ORD), a public repository of structured organic reaction records. The task is: describe an organic reaction: reactants, conditions, products, and yield Starting materials: O=C(CBr)Nc1nc(-c2ccco2)c(C(=O)c2ccccn2)s1, C1COCCN1, C1CCOC1. Yields the product O=C(CN1CCOCC1)Nc1nc(-c2ccco2)c(C(=O)c2ccccn2)s1. Reaction SMILES: [Br:1][CH2:2][C:3](=[O:4])[NH:5][c:6]1[s:7][c:8]([C:16](=[O:17])[c:18]2[n:19][cH:20][cH:21][cH:22][cH:23]2)[c:9](-[c:11]2[o:12][cH:13][cH:14][cH:15]2)[n:10]1.[CH2:24]1[CH2:25][O:26][CH2:27][CH2:28][NH:29]1.[CH2:30]1[O:31][CH2:32][CH2:33][CH2:34]1>>[CH2:2]([C:3](=[O:4])[NH:5][c:6]1[s:7][c:8]([C:16](=[O:17])[c:18]2[n:19][cH:20][cH:21][cH:22][cH:23]2)[c:9](-[c:11]2[o:12][cH:13][cH:14][cH:15]2)[n:10]1)[N:29]1[CH2:24][CH2:25][O:26][CH2:27][CH2:28]1. The reactants are Oc1ccnc(Cl)c1, Cc1cc([N+](=O)[O-])c(F)cc1F, [H-], [Na+], CN(C)C=O. Product: Cc1cc([N+](=O)[O-])c(F)cc1Oc1ccnc(Cl)c1. RXN SMILES: [Cl:3][c:4]1[n:5][cH:6][cH:7][c:8]([OH:10])[cH:9]1.[F:11][c:12]1[c:13]([CH3:22])[cH:14][c:15]([N+:19](=[O:20])[O-:21])[c:16]([F:18])[cH:17]1.[H-:2].[Na+:1].[O:23]=[CH:24][N:25]([CH3:26])[CH3:27]>>[Cl:3][c:4]1[n:5][cH:6][cH:7][c:8]([O:10][c:12]2[c:13]([CH3:22])[cH:14][c:15]([N+:19](=[O:20])[O-:21])[c:16]([F:18])[cH:17]2)[cH:9]1. Reactants: N1=CC(=CC=C1)C1(CNCC1)CCO (3-(pyrid-3-yl)-3-(2-hydroxyethyl)pyrrolidine), COC=1C=C(C(=O)Cl)C=C(C1OC)OC (3,4,5-trimethoxybenzoyl chloride), C([O-])(O)=O.[Na+] (sodium bicarbonate). Solvent: ClCCl.CO (dichloromethane methanol). Yields the product COC=1C=C(C(=O)N2CC(CC2)(CCO)C=2C=NC=CC2)C=C(C1OC)OC (1-(3,4,5-trimethoxybenzoyl)-3-(pyrid-3-yl)-3-(2-hydroxyethyl)pyrrolidine). RXN SMILES: [N:1]1[CH:6]=[CH:5][CH:4]=[C:3]([C:7]2([CH2:12][CH2:13][OH:14])[CH2:11][CH2:10][NH:9][CH2:8]2)[CH:2]=1.[CH3:15][O:16][C:17]1[CH:18]=[C:19]([CH:23]=[C:24]([O:28][CH3:29])[C:25]=1[O:26][CH3:27])[C:20](Cl)=[O:21].C(=O)(O)[O-].[Na+]>ClCCl.CO>[CH3:29][O:28][C:24]1[CH:23]=[C:19]([CH:18]=[C:17]([O:16][CH3:15])[C:25]=1[O:26][CH3:27])[C:20]([N:9]1[CH2:10][CH2:11][C:7]([C:3]2[CH:2]=[N:1][CH:6]=[CH:5][CH:4]=2)([CH2:12][CH2:13][OH:14])[CH2:8]1)=[O:21] |f:2.3,4.5|. Procedure details: Prepare by the method of Example 5.2.2 using 3-(pyrid-3-yl)-3-(2-hydroxyethyl)pyrrolidine, 3,4,5-trimethoxybenzoyl chloride, and sodium bicarbonate to give, after chromatography on silica gel eluting with dichloromethane/methanol 5/1, the title compound. Reactants: CI (MeI), NC=1N=C(C2=C(N1)N(C=C2C)[C@H]2[C@H](O)[C@H](O)[C@H](O2)CO)Cl (2-Amino-4-chloro-5-methyl-7-(β-D-ribofuranosyl)-7H-pyrrolo[2,3-d]pyrimidine), ice water. Run in CN(C)C=O (DMF). Run at time 0.5 hour. Yields the product NC=1N=C(C2=C(N1)N(C=C2C)[C@H]2[C@H](OC)[C@H](O)[C@H](O2)CO)Cl (2-Amino-4-chloro-5-methyl-7-(2-O-methyl-β-D-ribofuranosyl)-7H-pyrrolo[2,3-d]-pyrimidine). As a reaction SMILES: [NH2:1][C:2]1[N:3]=[C:4]([Cl:21])[C:5]2[C:10]([CH3:11])=[CH:9][N:8]([C@@H:12]3[O:18][C@H:17]([CH2:19][OH:20])[C@@H:15]([OH:16])[C@H:13]3[OH:14])[C:6]=2[N:7]=1.[CH3:22]I>CN(C=O)C>[NH2:1][C:2]1[N:3]=[C:4]([Cl:21])[C:5]2[C:10]([CH3:11])=[CH:9][N:8]([C@@H:12]3[O:18][C@H:17]([CH2:19][OH:20])[C@@H:15]([OH:16])[C@H:13]3[O:14][CH3:22])[C:6]=2[N:7]=1. Procedure details: Into a solution of the compound from Example 12, Step B (188 mg, 0.6 mmol) in anhydrous DMF (6 mL) was added Nail (60% in mineral oil; 26 mg, 0.66 mmol). The mixture was stirred at room temperature for 0.5 h and then cooled. MeI (45 μL) was added at 0° C. and the reaction mixture allowed to warm to 15° C. in 5 h. Then the mixture was poured into ice-water (20 mL) and extracted with CH2Cl2 (100+50 mL). The combined organic extracts were washed with water (50 mL), brine (50 mL) and dried (Na2SO4).... Reactants: CCCn1c(N)c(N=O)c(=O)[nH]c1=O, CN(C)C=O. Product: CCCn1c(N)c(N)c(=O)[nH]c1=O. Reaction SMILES: [NH2:1][c:2]1[c:3]([N:13]=[O:14])[c:4](=[O:12])[nH:5][c:6](=[O:11])[n:7]1[CH2:8][CH2:9][CH3:10].[O:15]=[CH:16][N:17]([CH3:18])[CH3:19]>>[NH2:1][c:2]1[c:3]([NH2:13])[c:4](=[O:12])[nH:5][c:6](=[O:11])[n:7]1[CH2:8][CH2:9][CH3:10].